This data is from the Open Reaction Database (ORD), a public repository of structured organic reaction records. The task is: describe an organic reaction: reactants, conditions, products, and yield The reactants are ClCCl (dichloromethane), FC=1C=CC=C2C(=CC=NC12)O (8-Fluoro-4-hydroxyquinoline), C=O (formaldehyde). The solvent is [OH-].[Na+] (sodium hydroxide). The product is FC=1C=CC=C2C(=C(C=NC12)CO)O (8-fluoro-4-hydroxy-3-hydroxymethylquinoline). As a reaction SMILES: [F:1][C:2]1[CH:3]=[CH:4][CH:5]=[C:6]2[C:11]=1[N:10]=[CH:9][CH:8]=[C:7]2[OH:12].[CH2:13]=[O:14].ClCCl>[OH-].[Na+]>[F:1][C:2]1[CH:3]=[CH:4][CH:5]=[C:6]2[C:11]=1[N:10]=[CH:9][C:8]([CH2:13][OH:14])=[C:7]2[OH:12] |f:3.4|. Procedure details: 8-Fluoro-4-hydroxyquinoline was reacted with formaldehyde in aqueous sodium hydroxide to give the novel compound 8-fluoro-4-hydroxy-3-hydroxymethylquinoline, m.p. 176°-178° (from dichloromethane). Yields the product ClC1=CC=C(C=C1)C=1C=CC(=NC1)C#CC=1C=CC(=NC1)NCCN1CCCC1 ({5-[5-(4-chloro-phenyl)-pyridin-2-ylethynyl]-pyridin-2-yl}-(2-pyrrolidin-1-yl-ethyl)-amine). Reaction SMILES: Br[C:2]1[CH:3]=[CH:4][C:5]([NH:8][CH2:9][CH2:10][N:11]2[CH2:15][CH2:14][CH2:13][CH2:12]2)=[N:6][CH:7]=1.[Cl:16][C:17]1[CH:22]=[CH:21][C:20]([C:23]2[CH:24]=[CH:25][C:26]([C:29]#[CH:30])=[N:27][CH:28]=2)=[CH:19][CH:18]=1>>[Cl:16][C:17]1[CH:18]=[CH:19][C:20]([C:23]2[CH:24]=[CH:25][C:26]([C:29]#[C:30][C:2]3[CH:3]=[CH:4][C:5]([NH:8][CH2:9][CH2:10][N:11]4[CH2:15][CH2:14][CH2:13][CH2:12]4)=[N:6][CH:7]=3)=[N:27][CH:28]=2)=[CH:21][CH:22]=1. Reported procedure: The product is obtained analogously to Example 3.16b is from 90 mg (0.33 mmol) (5-bromo-pyridin-2-yl)-(2-pyrrolidin-1-yl-ethyl)-amine and 88 mg (0.41 mmol) 5-(4-chloro-phenyl)-2-ethynyl-pyridine. Starting materials: BrC=1C=CC(=NC1)NCCN1CCCC1 ((5-bromo-pyridin-2-yl)-(2-pyrrolidin-1-yl-ethyl)-amine), ClC1=CC=C(C=C1)C=1C=CC(=NC1)C#C (5-(4-chloro-phenyl)-2-ethynyl-pyridine). Starting materials: C1=CC=CC=2NC3=C(NCC21)C=CC=C3 (5,11-dihydro-10H-dibenz[b,e][1,4]diazepine), C(C)(C)N(C(C)C)CC (N,N-diisopropylethylamine), S1C=C(C=C1)C1=CC=C(C(=O)Cl)C=C1 (4-(3-thienyl)benzoyl chloride). Solvent: ClCCl (dichloromethane), ClCCl (dichloromethane), ClCCl (dichloromethane). Conditions: time 16 hour. Product: S1C=C(C=C1)C1=CC=C(C(=O)N2C3=C(NC4=C(C2)C=CC=C4)C=CC=C3)C=C1 (5,11-Dihydro-10-[4-(3-thienyl)benzoyl]-10H-dibenz[b,e][1,4]diazepine). Reaction SMILES: [CH:1]1[C:11]2[CH2:10][NH:9][C:8]3[CH:12]=[CH:13][CH:14]=[CH:15][C:7]=3[NH:6][C:5]=2[CH:4]=[CH:3][CH:2]=1.C(N(CC)C(C)C)(C)C.[S:25]1[CH:29]=[CH:28][C:27]([C:30]2[CH:38]=[CH:37][C:33]([C:34](Cl)=[O:35])=[CH:32][CH:31]=2)=[CH:26]1>ClCCl>[S:25]1[CH:29]=[CH:28][C:27]([C:30]2[CH:38]=[CH:37][C:33]([C:34]([N:9]3[CH2:10][C:11]4[CH:1]=[CH:2][CH:3]=[CH:4][C:5]=4[NH:6][C:7]4[CH:15]=[CH:14][CH:13]=[CH:12][C:8]3=4)=[O:35])=[CH:32][CH:31]=2)=[CH:26]1. Procedure details: To a mixture of 2.0 g of 5,11-dihydro-10H-dibenz[b,e][1,4]diazepine and 7 ml of N,N-diisopropylethylamine in 30 ml of dichloromethane is added dropwise a solution of 3.15 g of 4-(3-thienyl)benzoyl chloride in 30 ml of dichloromethane. The mixture is stirred 16 hours at room temperature and diluted with dichloromethane (50 ml). The solution is washed with 30 ml each of H2O, 2N HCl, saturated NaHCO3, water and dried (Na2SO4). The solvent is removed under vacuum and the residue purified by chromato... The reactants are CO, Cl, Fc1ccc2[nH]ccc2c1, [K+], O=C1CCNCC1, [OH-], O, O. Yields the product Fc1ccc2[nH]cc(C3=CCNCC3)c2c1. As a reaction SMILES: [CH3:23][OH:24].[ClH:11].[F:1][c:2]1[cH:3][c:4]2[cH:5][cH:6][nH:7][c:8]2[cH:9][cH:10]1.[K+:21].[NH:13]1[CH2:14][CH2:15][C:16](=[O:19])[CH2:17][CH2:18]1.[OH-:20].[OH2:12].[OH2:22]>>[F:1][c:2]1[cH:3][c:4]2[c:5]([C:16]3=[CH:15][CH2:14][NH:13][CH2:18][CH2:17]3)[cH:6][nH:7][c:8]2[cH:9][cH:10]1. Reactants: NC=1C=C2C=NN(C2=CC1)C1=C(C=C(C=C1)N)F (5-amino-1-(4-amino-2-fluorophenyl)indazole), CN(C1=CC=C(C(=O)[O-])C=C1)C (4-dimethylaminobenzoate). Product: NC1=CC(=C(C=C1)N1N=CC2=CC(=CC=C12)NC(C1=CC=C(C=C1)N(C)C)=O)F (N-(1-(4-Amino-2-fluorophenyl)-1H-indazol-5-yl)-4-dimethylaminobenzamide). RXN SMILES: [NH2:1][C:2]1[CH:3]=[C:4]2[C:8](=[CH:9][CH:10]=1)[N:7]([C:11]1[CH:16]=[CH:15][C:14]([NH2:17])=[CH:13][C:12]=1[F:18])[N:6]=[CH:5]2.[CH3:19][N:20]([CH3:30])[C:21]1[CH:29]=[CH:28][C:24]([C:25]([O-])=[O:26])=[CH:23][CH:22]=1>>[NH2:17][C:14]1[CH:15]=[CH:16][C:11]([N:7]2[C:8]3[C:4](=[CH:3][C:2]([NH:1][C:25](=[O:26])[C:24]4[CH:23]=[CH:22][C:21]([N:20]([CH3:19])[CH3:30])=[CH:29][CH:28]=4)=[CH:10][CH:9]=3)[CH:5]=[N:6]2)=[C:12]([F:18])[CH:13]=1. Procedure: Compound 388 was prepared according to the procedure described in Scheme IV from 5-amino-1-(4-amino-2-fluorophenyl)indazole and 4-dimethylaminobenzoate. [M+H]+ calcd for C22H20FN5O: 390.17; found: 389.96. Reactants: O=C1C(CCC1)C(=O)OCC (ethyl 2-oxocyclopentanecarboxylate), C(CO)O (ethylene glycol), C(OCC)(OCC)OCC (triethyl orthoformate). Reagents/catalysts: O.C1(=CC=C(C=C1)S(=O)(=O)O)C (p-toluenesulfonic acid monohydrate). Solvent: C1(=CC=CC=C1)C (toluene). Product: C(C)OC(=O)C1C2(OCCO2)CCC1 (6-Ethoxycarbonyl-1,4-dioxaspiro[4.4]nonane). Isolated yield 128.1%. As a reaction SMILES: [O:1]=[C:2]1[CH2:6][CH2:5][CH2:4][CH:3]1[C:7]([O:9][CH2:10][CH3:11])=[O:8].[CH2:12](O)[CH2:13][OH:14].C(OCC)(OCC)OCC>C1(C)C=CC=CC=1.O.C1(C)C=CC(S(O)(=O)=O)=CC=1>[CH2:10]([O:9][C:7]([CH:3]1[CH2:4][CH2:5][CH2:6][C:2]21[O:14][CH2:13][CH2:12][O:1]2)=[O:8])[CH3:11] |f:4.5|. Procedure: A mixture of ethyl 2-oxocyclopentanecarboxylate (Aldrich, 10.0 g, 64.0 mmol), ethylene glycol (18 mL, 323 mmol), triethyl orthoformate (21 mL, 126 mmol) and p-toluenesulfonic acid monohydrate (0.61 g, 3.21 mmol) in toluene (150 mL) was heated under reflux with removing distillate with a Dean-Stark apparatus for 1 h. The mixture was cooled and poured into NaHCO3 solution, and the organic layer was separated. The aqueous layer was extracted with diethyl ether, and the combined organic layers were ... The product is CCS(=O)(=O)n1ccc(N)n1. As a reaction SMILES: [CH2:1]([CH3:2])[S:3](=[O:4])(=[O:5])[n:6]1[n:7][c:8]([N+:11]([O-:12])=[O:13])[cH:9][cH:10]1.[CH3:14][OH:15].[CH3:18][CH2:19][O:20][C:21](=[O:22])[CH3:23].[H:16][H:17].[Pd:24]>>[CH2:1]([CH3:2])[S:3](=[O:4])(=[O:5])[n:6]1[n:7][c:8]([NH2:11])[cH:9][cH:10]1. The reactants are CCS(=O)(=O)n1ccc([N+](=O)[O-])n1, CO, CCOC(C)=O, [H][H], [Pd].